This data is from the Open Reaction Database (ORD), a public repository of structured organic reaction records. The task is: describe an organic reaction: reactants, conditions, products, and yield The reactants are C(#N)C1=C2CCC(C2=CC=C1)=N[S@](=O)C(C)(C)C ((R)-N-(4-cyano-2,3-dihydro-1H-indene-1-ylidene)-2-methylpropane-2-sulfinamide), [BH4-].[Na+] (Sodium borohydride). Solvent: C1CCOC1 (THF). Conditions: temperature -78 celsius, time 30 minute. Yields the product C(#N)C1=C2CC[C@H](C2=CC=C1)N[S@](=O)C(C)(C)C ((R)—N—((R)-4-cyano-2,3-dihydro-1H-inden-1-yl)-2-methylpropane-2-sulfinamide). Reaction SMILES: [C:1]([C:3]1[CH:11]=[CH:10][CH:9]=[C:8]2[C:4]=1[CH2:5][CH2:6][C:7]2=[N:12][S@@:13]([C:15]([CH3:18])([CH3:17])[CH3:16])=[O:14])#[N:2].[BH4-].[Na+]>C1COCC1>[C:1]([C:3]1[CH:11]=[CH:10][CH:9]=[C:8]2[C:4]=1[CH2:5][CH2:6][C@H:7]2[NH:12][S@@:13]([C:15]([CH3:18])([CH3:17])[CH3:16])=[O:14])#[N:2] |f:1.2|. Procedure details: To a flask containing the crude suspension of (R)-N-(4-cyano-2,3-dihydro-1H-indene-1-ylidene)-2-methylpropane-2-sulfinamide INT-4 under N2 was added THF (1.0 L) and the reaction mixture cooled to −78° C. Sodium borohydride (40.9 g, 1.08 mol) was added portion-wise over 30 mins. (The internal temperature did not rise during the addition). The reaction mixture was stirred at −78° C. for 30 mins, half out of the bath for 30 mins, then warmed to 0° C. over 1 h. The 0° C. reaction mixture was placed ... Reactants: COC=O, COC(=O)Cc1csc2ccccc12. Product: COC(=O)C(=CO)c1csc2ccccc12. Reaction SMILES: [CH:15](=[O:16])[O:17][CH3:18].[s:1]1[c:2]2[c:3]([c:4]([CH2:6][C:7](=[O:8])[O:9][CH3:10])[cH:5]1)[cH:11][cH:12][cH:13][cH:14]2>>[s:1]1[c:2]2[c:3]([c:4]([C:6]([C:7](=[O:8])[O:9][CH3:10])=[CH:15][OH:16])[cH:5]1)[cH:11][cH:12][cH:13][cH:14]2. The reactants are [Al+3], C1CCOC1, COC(=O)c1ncccc1OC, [H-], [H-], [H-], [H-], [Li+]. Product: COc1cccnc1CO. RXN SMILES: [Al+3:14].[CH2:19]1[O:20][CH2:21][CH2:22][CH2:23]1.[CH3:1][O:2][c:3]1[c:4]([C:9](=[O:10])[O:11][CH3:12])[n:5][cH:6][cH:7][cH:8]1.[H-:13].[H-:16].[H-:17].[H-:18].[Li+:15]>>[CH3:1][O:2][c:3]1[c:4]([CH2:9][OH:10])[n:5][cH:6][cH:7][cH:8]1. Starting materials: O=C([O-])[O-], CC1(C)OB(c2cccc(S(N)(=O)=O)c2)OC1(C)C, COCCOC, O=C1Nc2ccccc2C12CC2c1ccc2c(I)n[nH]c2c1, [Na+], [Na+], Cl[Pd]Cl, c1ccc(P(c2ccccc2)c2ccccc2)cc1, c1ccc(P(c2ccccc2)c2ccccc2)cc1. The product is NS(=O)(=O)c1cccc(-c2n[nH]c3cc(C4CC45C(=O)Nc4ccccc45)ccc23)c1. As a reaction SMILES: [C:42](=[O:43])([O-:44])[O-:45].[CH3:23][C:24]1([CH3:25])[C:26]([CH3:27])([CH3:28])[O:29][B:30]([c:31]2[cH:32][c:33]([S:37](=[O:38])(=[O:39])[NH2:40])[cH:34][cH:35][cH:36]2)[O:41]1.[CH3:48][O:49][CH2:50][CH2:51][O:52][CH3:53].[I:1][c:2]1[n:3][nH:4][c:5]2[cH:6][c:7]([CH:11]3[C:12]4([CH2:13]3)[C:14](=[O:22])[NH:15][c:16]3[cH:17][cH:18][cH:19][cH:20][c:21]34)[cH:8][cH:9][c:10]12.[Na+:46].[Na+:47].[Pd:54]([Cl:55])[Cl:56].[c:57]1([P:58]([c:59]2[cH:60][cH:61][cH:62][cH:63][cH:64]2)[c:65]2[cH:66][cH:67][cH:68][cH:69][cH:70]2)[cH:71][cH:72][cH:73][cH:74][cH:75]1.[c:76]1([P:77]([c:78]2[cH:79][cH:80][cH:81][cH:82][cH:83]2)[c:84]2[cH:85][cH:86][cH:87][cH:88][cH:89]2)[cH:90][cH:91][cH:92][cH:93][cH:94]1>>[c:2]1(-[c:31]2[cH:32][c:33]([S:37](=[O:38])(=[O:39])[NH2:40])[cH:34][cH:35][cH:36]2)[n:3][nH:4][c:5]2[cH:6][c:7]([CH:11]3[C:12]4([CH2:13]3)[C:14](=[O:22])[NH:15][c:16]3[cH:17][cH:18][cH:19][cH:20][c:21]34)[cH:8][cH:9][c:10]12. The reactants are C(#N)CNC([C@H](CC(C)C)N[C@H](C1=CC=C(C=C1)F)C1=CC=C(C=C1)Br)=O ((2S)-2-{(R)-[(4-bromophenyl)-(4-fluorophenyl)-methyl]-amino}-4-methylpentanoic acid cyanomethylamide), CS(=O)(=O)C1=CC=C(C=C1)B1OC(C(O1)(C)C)(C)C (2-(4-methanesulfonylphenyl)-4,4,5,5-tetramethyl-[1,3,2]dioxaborolane), C([O-])([O-])=O.[K+].[K+] (potassium carbonate), solution, C(C)(=O)OCC (Ethyl acetate). Reagents/catalysts: C1=CC=C(C=C1)P([C-]2C=CC=C2)C3=CC=CC=C3.C1=CC=C(C=C1)P([C-]2C=CC=C2)C3=CC=CC=C3.Cl[Pd]Cl.[Fe+2] ([1,1′-Bis(diphenylphosphino)ferrocene]dichloropalladium(II)). Solvent: CN(C)C=O (DMF). Reaction conditions: temperature 82.5 celsius. Product: C(#N)CNC([C@@H](N[C@@H](C1=CC=C(C=C1)C1=CC=C(C=C1)S(=O)(=O)C)C1=CC=C(C=C1)F)CC(C)C)=O (N1-(cyanomethyl)-N2-{(S)-(4-fluorophenyl) [4′-(methylsulfonyl)-1,1′-biphenyl-4-yl]methyl}-L-leucinamide). As a reaction SMILES: [C:1]([CH2:3][NH:4][C:5](=[O:27])[C@@H:6]([NH:11][C@@H:12]([C:20]1[CH:25]=[CH:24][C:23](Br)=[CH:22][CH:21]=1)[C:13]1[CH:18]=[CH:17][C:16]([F:19])=[CH:15][CH:14]=1)[CH2:7][CH:8]([CH3:10])[CH3:9])#[N:2].[CH3:28][S:29]([C:32]1[CH:37]=[CH:36][C:35](B2OC(C)(C)C(C)(C)O2)=[CH:34][CH:33]=1)(=[O:31])=[O:30].C(=O)([O-])[O-].[K+].[K+].C(OCC)(=O)C>CN(C=O)C.C1C=CC(P(C2C=CC=CC=2)[C-]2C=CC=C2)=CC=1.C1C=CC(P(C2C=CC=CC=2)[C-]2C=CC=C2)=CC=1.Cl[Pd]Cl.[Fe+2]>[C:1]([CH2:3][NH:4][C:5](=[O:27])[C@H:6]([CH2:7][CH:8]([CH3:10])[CH3:9])[NH:11][C@H:12]([C:13]1[CH:18]=[CH:17][C:16]([F:19])=[CH:15][CH:14]=1)[C:20]1[CH:25]=[CH:24][C:23]([C:35]2[CH:36]=[CH:37][C:32]([S:29]([CH3:28])(=[O:31])=[O:30])=[CH:33][CH:34]=2)=[CH:22][CH:21]=1)#[N:2] |f:2.3.4,7.8.9.10|. Reported procedure: A mixture of (2S)-2-{(R)-[(4-bromophenyl)-(4-fluorophenyl)-methyl]-amino}-4-methylpentanoic acid cyanomethylamide (0.27 g, 0.636 mmol), 2-(4-methanesulfonylphenyl)-4,4,5,5-tetramethyl-[1,3,2]dioxaborolane (0.177 g, 0.626 mmol) and potassium carbonate (0.703 mL of a 2.0 M solution) in DMF (5 mL) was degassed. [1,1′-Bis(diphenylphosphino)ferrocene]dichloropalladium(II), dichloromethane complex (27 mg, 0.038 mmol) was added. The reaction mixture was heated in a sealed tube at 80-85° C. for 3 hours ... Starting materials: C(C)(C)(C)[Si](C)(C)OC1=CC(=CC(=C1)F)F (tert-butyl(3,5-difluorophenoxy)dimethylsilane), C(CCC)[Li] (n-butyllithium), C(C)(C)OB1OC(C(O1)(C)C)(C)C (2-isopropoxy-4,4,5,5-tetramethyl-1,3,2-dioxaborolane). Run in C1CCOC1 (THF). Conditions: temperature -78 celsius, time 1 hour. The product is C(C)(C)(C)[Si](C)(C)OC1=CC(=C(C(=C1)F)B1OC(C(O1)(C)C)(C)C)F (tert-butyl(3,5-difluoro-4-(4,4,5,5-tetramethyl-1,3,2-dioxaborolan-2-yl)phenoxy)dimethylsilane). Yield: 91.0%. RXN SMILES: [C:1]([Si:5]([O:8][C:9]1[CH:14]=[C:13]([F:15])[CH:12]=[C:11]([F:16])[CH:10]=1)([CH3:7])[CH3:6])([CH3:4])([CH3:3])[CH3:2].C([Li])CCC.C(O[B:26]1[O:30][C:29]([CH3:32])([CH3:31])[C:28]([CH3:34])([CH3:33])[O:27]1)(C)C>C1COCC1>[C:1]([Si:5]([O:8][C:9]1[CH:10]=[C:11]([F:16])[C:12]([B:26]2[O:30][C:29]([CH3:32])([CH3:31])[C:28]([CH3:34])([CH3:33])[O:27]2)=[C:13]([F:15])[CH:14]=1)([CH3:7])[CH3:6])([CH3:4])([CH3:2])[CH3:3]. Procedure: To a solution of tert-butyl(3,5-difluorophenoxy)dimethylsilane (1.0 eq) in dry THF (0.2M) under an atmosphere of N2 at −78° C. was added n-butyllithium (1 eq, 1.6M in hexanes) slowly keeping the internal temperature below −65° C. The reaction was stirred for 1 hr at −78° C., followed by the addition of 2-isopropoxy-4,4,5,5-tetramethyl-1,3,2-dioxaborolane (2.1 eq). The reaction was allowed to warm to room temperature. Upon completion, the reaction was quenched with NaHCO3 (sat) and extracted with... The solvent is C(C)(=O)O (acetic acid), C(C)(=O)O (acetic acid). The reactants are BrBr (bromine), NC=1C=CC(=NC1)C#N (5-Aminopyridine-2-carbonitrile), [OH-].[Na+] (sodium hydroxide). Product: NC=1C=CC(=NC1Br)C#N (5-amino-6-bromopyridine-2-carbonitrile). Yield: 35.9%. Reaction conditions: time 1 hour. Procedure: 5-Aminopyridine-2-carbonitrile (2.38 g, 20 mmol) was dissolved in 6 mL of glacial acetic acid. A solution of bromine (1 mL, 20 mmol) in 2.5 mL of glacial acetic acid was added dropwise over a period of 30 minutes while the room temperature was maintained with a water bath. The resulting slurry was stirred for 1 hour at room temperature, treated with 50 mL of aqueous 20% sodium hydroxide solution and extracted with three 160 mL portions of dichloromethane. The combined organic layers were dried o... As a reaction SMILES: [NH2:1][C:2]1[CH:3]=[CH:4][C:5]([C:8]#[N:9])=[N:6][CH:7]=1.[Br:10]Br.[OH-].[Na+]>C(O)(=O)C>[NH2:1][C:2]1[CH:3]=[CH:4][C:5]([C:8]#[N:9])=[N:6][C:7]=1[Br:10] |f:2.3|. Reactants: ClC1=CC=C(C=C1)C=1C2=C(SC1)C(=C(C(=C2)OC)Cl)Cl (3-(4-chlorophenyl)-6,7-dichloro-5-methoxybenzo[b]thiophene), Cl.N1=CC=CC=C1 (pyridine hydrochloride). The solvent is O (water). Yields the product ClC=1C(=CC2=C(SC=C2C2=CC=C(C=C2)Cl)C1Cl)O (6,7-dichloro-3-(4-chlorophenyl)-5-hydroxybenzo[b]thiophene). Yield: 78.2%. As a reaction SMILES: [Cl:1][C:2]1[CH:7]=[CH:6][C:5]([C:8]2[C:9]3[CH:16]=[C:15]([O:17]C)[C:14]([Cl:19])=[C:13]([Cl:20])[C:10]=3[S:11][CH:12]=2)=[CH:4][CH:3]=1.Cl.N1C=CC=CC=1>O>[Cl:19][C:14]1[C:15]([OH:17])=[CH:16][C:9]2[C:8]([C:5]3[CH:6]=[CH:7][C:2]([Cl:1])=[CH:3][CH:4]=3)=[CH:12][S:11][C:10]=2[C:13]=1[Cl:20] |f:1.2|. Procedure: A mixture of 200 mg of 3-(4-chlorophenyl)-6,7-dichloro-5-methoxybenzo[b]thiophene and 1.77 g of pyridine hydrochloride is stirred and heated at 195°-205° for two and one half hours. The reaction is cooled and 20 ml of water is added. The resulting solid is collected on a filter and washed with 1N hydrochloric acid. The product is chromatographed on a silica gel-hexane column using 3:1 hexane/ether as elutent. The product is isolated and recrystallized from acetone-hexane to give 150 mg of 6,7-di...